The task is: describe an organic reaction: reactants, conditions, products, and yield. This data is from the Open Reaction Database (ORD), a public repository of structured organic reaction records. Starting materials: OBO, Clc1ccc(Br)c(Cl)c1, COc1cccc(F)c1. Yields the product COc1cccc(F)c1-c1ccc(Cl)cc1Cl. As a reaction SMILES: [BH:10]([OH:11])[OH:12].[Cl:1][c:2]1[c:3]([Br:9])[cH:4][cH:5][c:6]([Cl:8])[cH:7]1.[F:13][c:14]1[cH:15][c:16]([O:20][CH3:21])[cH:17][cH:18][cH:19]1>>[Cl:1][c:2]1[c:3](-[c:15]2[c:14]([F:13])[cH:19][cH:18][cH:17][c:16]2[O:20][CH3:21])[cH:4][cH:5][c:6]([Cl:8])[cH:7]1. Starting materials: Cl.ClCCNC1=CC=NC2=CC(=CC=C12)Cl (N-(2-chloroethyl)-7-chloro-4-quinolinamine hydrochloride). Run in C(C)#N (acetonitrile). Yields the product ClC1=CC=C2C(=CC=NC2=C1)NCCN1C(CCCC1)CC ((RS)-(7-Chloro-quinolin-4-yl)-[2-(2-ethyl-piperidin-1-yl)-ethyl]amine). Reaction SMILES: Cl.Cl[CH2:3][CH2:4][NH:5][C:6]1[C:15]2[C:10](=[CH:11][C:12]([Cl:16])=[CH:13][CH:14]=2)[N:9]=[CH:8][CH:7]=1>C(#N)C>[Cl:16][C:12]1[CH:11]=[C:10]2[C:15]([C:6]([NH:5][CH2:4][CH2:3][N:9]3[CH2:8][CH2:7][CH2:6][CH2:15][CH:10]3[CH2:11][CH3:12])=[CH:7][CH:8]=[N:9]2)=[CH:14][CH:13]=1 |f:0.1|. Procedure: 1.52 g from N-(2-chloroethyl)-7-chloro-4-quinolinamine hydrochloride; colourless crystals from acetonitrile, m.p.: 115°-117° C. The reactants are CS(=O)(=O)Cl (methanesulfonyl chloride), N1C(NCCCC1)=S (hexahydro-2H-1,3-diazepin-2-thione), ClC1=CC=C(C(C(C2=CC3=C(C=C2)OCO3)=O)O)C=C1 (4'-chloro-3,4-(methylenedioxy)benzoin), methanesulfonate ester. Solvent: CC(=O)C (acetone), C(C)N(CC)CC (triethylamine), C1(=CC=CC=C1)C (toluene), C1(=CC=CC=C1)C (toluene), C1(=CC=CC=C1)C (toluene), O (water), CC(=O)C (acetone). Run at time 4 hour. Yields the product Cl.ClC1=CC=C(C=C1)C1C(N2C(=NCCCC2)S1)(O)C1=CC2=C(C=C1)OCO2 (2-(p-Chlorophenyl)-2,3,5,6,7,8-hexahydro-3-[3,4-(methylenedioxy)phenyl]thiazolo[3,2-a][1,3]diazepin-3-ol hydrochloride). Reaction SMILES: CS([Cl:5])(=O)=O.[Cl:6][C:7]1[CH:25]=[CH:24][C:10]([CH:11](O)[C:12](=[O:22])[C:13]2[CH:18]=[CH:17][C:16]3[O:19][CH2:20][O:21][C:15]=3[CH:14]=2)=[CH:9][CH:8]=1.[NH:26]1[CH2:32][CH2:31][CH2:30][CH2:29][NH:28][C:27]1=[S:33]>CC(C)=O.C1(C)C=CC=CC=1.O.C(N(CC)CC)C>[ClH:5].[Cl:6][C:7]1[CH:25]=[CH:24][C:10]([CH:11]2[S:33][C:27]3=[N:26][CH2:32][CH2:31][CH2:30][CH2:29][N:28]3[C:12]2([C:13]2[CH:18]=[CH:17][C:16]3[O:19][CH2:20][O:21][C:15]=3[CH:14]=2)[OH:22])=[CH:9][CH:8]=1 |f:7.8|. Procedure: A mixture of 1.55 ml. of methanesulfonyl chloride and 40 ml. of toluene is added over a period of one hour to a stirred mixture of 5.8 g. of 4'-chloro-3,4-(methylenedioxy)benzoin, 5.6 ml. of triethylamine and 20 ml. of toluene. The mixture is allowed to stand 4 hours, 50 ml. of water and more toluene are added, the organic layer is separated, washed with water, dried, refrigerated and then concentrated to an oil, giving 8.3 g. of the methanesulfonate ester. This oil is dissolved in 30 ml. of ace...